Dataset: the Open Reaction Database (ORD), a public repository of structured organic reaction records. Task: describe an organic reaction: reactants, conditions, products, and yield The reactants are ClCCCI (3-chloro-1-iodopropane), CCCCCCC (Heptane), crude product, O1CC(NC2=C1C=CC=C2)=O (2H-1,4 benzoxazine-3(4H)one), C(=O)([O-])[O-].[Cs+].[Cs+] (Cs2CO3). The solvent is C(C)#N (acetonitrile), C(C)#N (acetonitrile). Reaction conditions: time 30 minute. The product is ClCCCN1C(COC2=C1C=CC=C2)=O (4-(3-Chloropropyl)-4H-benzo[1,4]oxazin-3-one). RXN SMILES: [O:1]1[C:6]2[CH:7]=[CH:8][CH:9]=[CH:10][C:5]=2[NH:4][C:3](=[O:11])[CH2:2]1.C([O-])([O-])=O.[Cs+].[Cs+].[Cl:18][CH2:19][CH2:20][CH2:21]I.CCCCCCC>C(#N)C>[Cl:18][CH2:19][CH2:20][CH2:21][N:4]1[C:5]2[CH:10]=[CH:9][CH:8]=[CH:7][C:6]=2[O:1][CH2:2][C:3]1=[O:11] |f:1.2.3|. Procedure details: 2H-1,4 benzoxazine-3(4H)one (1.0 g, 6.70 mmol) and Cs2CO3 (3.28 g, 10.1 mmol) were dissolved in dry acetonitrile (20 mL) under nitrogen atmosphere and stirred at rt for 30 min. 3-chloro-1-iodopropane (1.58 g, 7.38 mmol) dissolved in acetonitrile (4 mL) was added via a syringe. The reaction mixture was stirred at rt for 18 hours and concentrated in vacuo. Water (150 mL) was added and the reaction mixture was extracted with ethyl acetate (3×150 mL). The combined organic phases were dried (MgSO4) a... Reactants: CC(C)(C)OC(=O)c1ccc(NC2CCc3cc(NC(=O)COCc4ccccc4)c(Br)cc32)cc1, CN1CCCC1=O, N#C[Cu], N. The product is CC(C)(C)OC(=O)c1ccc(NC2CCc3cc(NC(=O)COCc4ccccc4)c(C#N)cc32)cc1. As a reaction SMILES: [CH2:1]([c:2]1[cH:3][cH:4][cH:5][cH:6][cH:7]1)[O:8][CH2:9][C:10](=[O:11])[NH:12][c:13]1[cH:14][c:15]2[c:19]([cH:20][c:21]1[Br:22])[CH:18]([NH:23][c:24]1[cH:25][cH:26][c:27]([C:28](=[O:29])[O:30][C:31]([CH3:32])([CH3:33])[CH3:34])[cH:35][cH:36]1)[CH2:17][CH2:16]2.[CH3:41][N:42]1[CH2:43][CH2:44][CH2:45][C:46]1=[O:47].[Cu:37][C:38]#[N:39].[NH3:40]>>[CH2:1]([c:2]1[cH:3][cH:4][cH:5][cH:6][cH:7]1)[O:8][CH2:9][C:10](=[O:11])[NH:12][c:13]1[cH:14][c:15]2[c:19]([cH:20][c:21]1[C:38]#[N:39])[CH:18]([NH:23][c:24]1[cH:25][cH:26][c:27]([C:28](=[O:29])[O:30][C:31]([CH3:32])([CH3:33])[CH3:34])[cH:35][cH:36]1)[CH2:17][CH2:16]2. Starting materials: C, COC(=O)c1c(-c2cc(OC)c(OC)c(OC)c2)c2cc(OC)c(OCc3ccccc3)cc2c(=O)n1N1CCOCC1, CO, CN(C)C=O, [Pd]. Product: COC(=O)c1c(-c2cc(OC)c(OC)c(OC)c2)c2cc(OC)c(O)cc2c(=O)n1N1CCOCC1. Reaction SMILES: [C:46].[CH2:1]([c:2]1[cH:3][cH:4][cH:5][cH:6][cH:7]1)[O:8][c:9]1[c:10]([O:42][CH3:43])[cH:11][c:12]2[c:13](-[c:30]3[cH:31][c:32]([O:40][CH3:41])[c:33]([O:38][CH3:39])[c:34]([O:36][CH3:37])[cH:35]3)[c:14]([C:26](=[O:27])[O:28][CH3:29])[n:15]([N:20]3[CH2:21][CH2:22][O:23][CH2:24][CH2:25]3)[c:16](=[O:19])[c:17]2[cH:18]1.[CH3:44][OH:45].[CH3:48][N:49]([CH3:50])[CH:51]=[O:52].[Pd:47]>>[OH:8][c:9]1[c:10]([O:42][CH3:43])[cH:11][c:12]2[c:13](-[c:30]3[cH:31][c:32]([O:40][CH3:41])[c:33]([O:38][CH3:39])[c:34]([O:36][CH3:37])[cH:35]3)[c:14]([C:26](=[O:27])[O:28][CH3:29])[n:15]([N:20]3[CH2:21][CH2:22][O:23][CH2:24][CH2:25]3)[c:16](=[O:19])[c:17]2[cH:18]1. Reactants: CC1CCCC2=C1C(=O)OC2=O, CN(C)c1ccccn1, Cc1ccccc1, CC(C)Oc1cc(N)c(F)cc1Cl, O. Product: CC(C)Oc1cc(N=C(O)C2=C(C(=O)O)C(C)CCC2)c(F)cc1Cl. As a reaction SMILES: [CH3:1][CH:2]1[C:3]2=[C:4]([C:5](=[O:6])[O:7][C:8]2=[O:9])[CH2:10][CH2:11][CH2:12]1.[CH3:26][N:27]([c:28]1[cH:29][cH:30][cH:31][cH:32][n:33]1)[CH3:34].[CH3:36][c:37]1[cH:38][cH:39][cH:40][cH:41][cH:42]1.[Cl:13][c:14]1[cH:15][c:16]([F:25])[c:17]([NH2:18])[cH:19][c:20]1[O:21][CH:22]([CH3:23])[CH3:24].[OH2:35]>>[CH3:1][CH:2]1[C:3]([C:8]([OH:7])=[O:9])=[C:4]([C:5]([OH:6])=[N:18][c:17]2[c:16]([F:25])[cH:15][c:14]([Cl:13])[c:20]([O:21][CH:22]([CH3:23])[CH3:24])[cH:19]2)[CH2:10][CH2:11][CH2:12]1. Starting materials: N#CCCNC(=O)c1cnc2c(c1)nc(-c1ccc(O)cc1)n2C1CCCCC1, CC(C)(C)[Si](C)(C)Cl, CCOC(C)=O, CN(C)C=O, c1c[nH]cn1. Yields the product CC(C)(C)[Si](C)(C)Oc1ccc(-c2nc3cc(C(=O)NCCC#N)cnc3n2C2CCCCC2)cc1. RXN SMILES: [C:1](#[N:2])[CH2:3][CH2:4][NH:5][C:6](=[O:7])[c:8]1[cH:9][c:10]2[c:11]([n:12][cH:13]1)[n:14]([CH:24]1[CH2:25][CH2:26][CH2:27][CH2:28][CH2:29]1)[c:15](-[c:17]1[cH:18][cH:19][c:20]([OH:23])[cH:21][cH:22]1)[n:16]2.[C:35]([CH3:36])([CH3:37])([CH3:38])[Si:39]([CH3:40])([CH3:41])[Cl:42].[CH3:43][CH2:44][O:45][C:46](=[O:47])[CH3:48].[CH3:49][N:50]([CH3:51])[CH:52]=[O:53].[nH:30]1[cH:31][cH:32][n:33][cH:34]1>>[C:1](#[N:2])[CH2:3][CH2:4][NH:5][C:6](=[O:7])[c:8]1[cH:9][c:10]2[c:11]([n:12][cH:13]1)[n:14]([CH:24]1[CH2:25][CH2:26][CH2:27][CH2:28][CH2:29]1)[c:15](-[c:17]1[cH:18][cH:19][c:20]([O:23][Si:39]([C:35]([CH3:36])([CH3:37])[CH3:38])([CH3:40])[CH3:41])[cH:21][cH:22]1)[n:16]2. Starting materials: BrC=1C=C2C(=CNC2=C(C1)C)C (5-bromo-3,7-dimethyl-1H-indole), C([O-])([O-])=O.[Na+].[Na+] (sodium carbonate). Reagents/catalysts: CC1=CC=CC=C1P(C2=CC=CC=C2C)C3=CC=CC=C3[CH2-].CC1=CC=CC=C1P(C2=CC=CC=C2C)C3=CC=CC=C3[CH2-].CC(=O)O.CC(=O)O.[Pd].[Pd] (trans-Bis(acetato)bis[o-(di-o-tolylphosphino)benzyl]dipalladium(II)), [C-]#[O+].[C-]#[O+].[C-]#[O+].[C-]#[O+].[C-]#[O+].[C-]#[O+].[Mo] (molybdenum hexacarbonyl). Solvent: O (water), O1CCOCC1 (dioxane). Reaction conditions: temperature 165 celsius. Product: CC1=CNC2=C(C=C(C=C12)C(=O)O)C (3,7-dimethylindole-5-carboxylic acid). Isolated yield 93.4%. As a reaction SMILES: Br[C:2]1[CH:3]=[C:4]2[C:8](=[C:9]([CH3:11])[CH:10]=1)[NH:7][CH:6]=[C:5]2[CH3:12].[C:13](=O)([O-:15])[O-:14].[Na+].[Na+]>O1CCOCC1.O.CC1C(P(C2C([CH2-])=CC=CC=2)C2C(C)=CC=CC=2)=CC=CC=1.CC1C(P(C2C([CH2-])=CC=CC=2)C2C(C)=CC=CC=2)=CC=CC=1.CC(O)=O.CC(O)=O.[Pd].[Pd].[C-]#[O+].[C-]#[O+].[C-]#[O+].[C-]#[O+].[C-]#[O+].[C-]#[O+].[Mo]>[CH3:12][C:5]1[C:4]2[C:8](=[C:9]([CH3:11])[CH:10]=[C:2]([C:13]([OH:15])=[O:14])[CH:3]=2)[NH:7][CH:6]=1 |f:1.2.3,6.7.8.9.10.11,12.13.14.15.16.17.18|. Reported procedure: A 25 mL microwave reaction tube was charged with 317 mg 5-bromo-3,7-dimethyl-1H-indole dissolved in 3 L dioxane. 42 mg trans-Bis(acetato)bis[o-(di-o-tolylphosphino)benzyl]dipalladium(II) and 187 mg molybdenum hexacarbonyl were added followed by 450 mg sodium carbonate dissolved in 6 mL water. The vial was sealed and heated in a microwave reactor for 20 minutes at 165° C. The reaction was cooled and then filtered through celite, and the filtercake washed with EtOAc. The filtrate was concentrated ... Starting materials: COC=1C=C(C=C(C1)OC)CCC=1C=C(NN1)N (5-[2-(3,5-dimethoxyphenyl)ethyl]-2H-pyrazol-3-amine), CCN(C(C)C)C(C)C (DIPEA), C(C(=O)Cl)(=O)Cl (Oxalyl chloride), FC1=CC=C(C(=O)O)C=C1 (4-fluorobenzoic acid). The reagents and catalysts are CN(C)C=O (DMF). The solvent is C(Cl)Cl (DCM), C(Cl)Cl (DCM), ClCCl (dichloromethane). Reaction conditions: temperature 0 celsius. The product is COC=1C=C(C=C(C1)OC)CCC=1C=C(NN1)NC(C1=CC=C(C=C1)F)=O (N-[5-[2-(3,5-Dimethoxyphenyl)ethyl]-2H-pyrazol-3-yl]-4-fluoro-benzamide). Isolated yield 3.0%. Reaction SMILES: C(Cl)(=O)C(Cl)=O.[F:7][C:8]1[CH:16]=[CH:15][C:11]([C:12]([OH:14])=O)=[CH:10][CH:9]=1.CCN(C(C)C)C(C)C.[CH3:26][O:27][C:28]1[CH:29]=[C:30]([CH2:36][CH2:37][C:38]2[CH:39]=[C:40]([NH2:43])[NH:41][N:42]=2)[CH:31]=[C:32]([O:34][CH3:35])[CH:33]=1>ClCCl.CN(C=O)C>[CH3:35][O:34][C:32]1[CH:31]=[C:30]([CH2:36][CH2:37][C:38]2[CH:39]=[C:40]([NH:43][C:12](=[O:14])[C:11]3[CH:10]=[CH:9][C:8]([F:7])=[CH:16][CH:15]=3)[NH:41][N:42]=2)[CH:29]=[C:28]([O:27][CH3:26])[CH:33]=1. Reported procedure: Oxalyl chloride (2M in DCM, 1.40 ml, 2.75 mmol, 1.1 eq) was added dropwise to a mixture of 4-fluorobenzoic acid (350 mg, 2.50 mmol, 1 eq) in dichloromethane (15 ml) at 0° C. containing a few drops of DMF (10 ul, 0.12 mmol, 0.05 eq) and DIPEA (937 μl, 5.25 mmol, 2.1 eq). After stirring for 60 mins at 0° C. a solution of 5-[2-(3,5-dimethoxyphenyl)ethyl]-2H-pyrazol-3-amine (742 mg, 3 mmol, 1.2 eq) in DCM (10 ml) was added dropwise over 15 mins. The mixture was maintained at 0° C. for a further 2 h,... Reactants: CCN=C=NCCCN(C)C (WSC), N([C@@H](CC(C)C)C(=O)O)C(=O)OC(C)(C)C (BOC-Leu-OH), CC1=CC=C(C=C1)S(=O)(=O)O.C1=CC=C(C=C1)COC(=O)CN (H-Gly-OBzl.TosOH). The reagents and catalysts are C=1C=CC2=C(C1)N=NN2O (HOBT). Solvent: ClCCl (dichloromethane), CN(C)C=O (DMF), ClCCl (dichloromethane). Run at temperature -5 celsius, time 1 hour. The product is N([C@@H](CC(C)C)C(=O)NCC(=O)OCC1=CC=CC=C1)C(=O)OC(C)(C)C (BOC-Leu-Gly-OBzl). Yield: 108.5%. Reaction SMILES: CCN=C=NCCCN(C)C.[NH:12]([C:21]([O:23][C:24]([CH3:27])([CH3:26])[CH3:25])=[O:22])[C@H:13]([C:18]([OH:20])=O)[CH2:14][CH:15]([CH3:17])[CH3:16].CC1C=CC(S(O)(=O)=O)=CC=1.[CH:39]1[CH:44]=[CH:43][C:42]([CH2:45][O:46][C:47]([CH2:49][NH2:50])=[O:48])=[CH:41][CH:40]=1>ClCCl.CN(C=O)C.C1C=CC2N(O)N=NC=2C=1>[NH:12]([C:21]([O:23][C:24]([CH3:27])([CH3:26])[CH3:25])=[O:22])[C@H:13]([C:18]([NH:50][CH2:49][C:47]([O:46][CH2:45][C:42]1[CH:43]=[CH:44][CH:39]=[CH:40][CH:41]=1)=[O:48])=[O:20])[CH2:14][CH:15]([CH3:16])[CH3:17] |f:2.3|. Procedure: A solution of WSC (34 g.) in dichloromethane (50 ml.) was added dropwise to a suspension of BOC-Leu-OH (46.2 g.), HOBT (1 g.) and H-Gly-OBzl.TosOH (74 g.) in DMF (100 ml.) and dichloromethane (200 ml.) with stirring at -5° C. for 1 hour. After 1 hour, the solution was stirred overnight at room temperature. The reaction mixture was concentrated in vacuo to remove dichloromethane. To the DMF layer was added water and the mixture was extracted with ethyl acetate (1 l.), and again with the same solv...